This data is from the Open Reaction Database (ORD), a public repository of structured organic reaction records. The task is: describe an organic reaction: reactants, conditions, products, and yield The reactants are FC(C(CC(=O)O)C)(F)F (4,4,4-trifluoro-3-methylbutanoic acid), Cl.CN1CCN(CC1)C1=NC(=NC(=C1)C1=CC=C2CCNCC2=C1)N (4-(4-methylpiperazin-1-yl)-6-(1,2,3,4-tetrahydroisoquinolin-7-yl)pyrimidin-2-amine HCl salt). The product is CN1CCN(CC1)C1=NC(=NC(=C1)C1=CC=C2CCN(CC2=C1)C(CC(C(F)(F)F)C)=O)N (4-(4-Methylpiperazin-1-yl)-6-[2-(4,4,4-trifluoro-3-methylbutanoyl)-1,2,3,4-tetrahydroisoquinolin-7-yl]pyrimidin-2-amine). Reaction SMILES: [F:1][C:2]([F:10])([F:9])[CH:3]([CH3:8])[CH2:4][C:5](O)=[O:6].Cl.[CH3:12][N:13]1[CH2:18][CH2:17][N:16]([C:19]2[CH:24]=[C:23]([C:25]3[CH:34]=[C:33]4[C:28]([CH2:29][CH2:30][NH:31][CH2:32]4)=[CH:27][CH:26]=3)[N:22]=[C:21]([NH2:35])[N:20]=2)[CH2:15][CH2:14]1>>[CH3:12][N:13]1[CH2:14][CH2:15][N:16]([C:19]2[CH:24]=[C:23]([C:25]3[CH:34]=[C:33]4[C:28]([CH2:29][CH2:30][N:31]([C:5](=[O:6])[CH2:4][CH:3]([CH3:8])[C:2]([F:10])([F:9])[F:1])[CH2:32]4)=[CH:27][CH:26]=3)[N:22]=[C:21]([NH2:35])[N:20]=2)[CH2:17][CH2:18]1 |f:1.2|. Procedure: This compound was prepared by using procedures analogous to those described for the synthesis of Example 41 starting from 4,4,4-trifluoro-3-methylbutanoic acid (Lancaster, Cat. #L12160) and 4-(4-methylpiperazin-1-yl)-6-(1,2,3,4-tetrahydroisoquinolin-7-yl)pyrimidin-2-amine HCl salt. Analytic LCMS (M+H)+: m/z=463.2. The reactants are Cl[Si](C)(C)C (chlorotrimethylsilane), O (water), C(C1=CC=CC=C1)N1C2(CCCC2)C(NC(C1)(C)C)=O (6-benzyl-8,8-dimethyl-6,9-diaza-spiro[4.5]decan-10-one), solution, [H-].[Al+3].[Li+].[H-].[H-].[H-] (lithium aluminium hydride). The solvent is C1CCOC1 (THF), C1CCOC1 (THF), C1CCOC1 (THF). Run at temperature 55 celsius, time 2.5 hour. The product is C(C1=CC=CC=C1)N1C2(CCCC2)CNC(C1)(C)C (6-Benzyl-8,8-dimethyl-6,9-diaza-spiro[4.5]decane). Isolated yield 92.6%. As a reaction SMILES: [CH2:1]([N:8]1[CH2:17][C:16]([CH3:19])([CH3:18])[NH:15][C:14](=O)[C:9]21[CH2:13][CH2:12][CH2:11][CH2:10]2)[C:2]1[CH:7]=[CH:6][CH:5]=[CH:4][CH:3]=1.[H-].[Al+3].[Li+].[H-].[H-].[H-].Cl[Si](C)(C)C.O>C1COCC1>[CH2:1]([N:8]1[CH2:17][C:16]([CH3:19])([CH3:18])[NH:15][CH2:14][C:9]21[CH2:10][CH2:11][CH2:12][CH2:13]2)[C:2]1[CH:3]=[CH:4][CH:5]=[CH:6][CH:7]=1 |f:1.2.3.4.5.6|. Procedure: Under Argon atmosphere to a solution of 10.78 g of 6-benzyl-8,8-dimethyl-6,9-diaza-spiro[4.5]decan-10-one in 160 ml of THF 33 ml of a 2.4 M solution of lithium aluminium hydride in THF were slowly added. The reaction was heated to 55° C., and 5 ml of chlorotrimethylsilane were added dropwise. The reaction was kept at 55-60° C. for 2.5 h and then cooled to 0° C. 16 ml of water were added dropwise, and THF was added. The mixture was filtered by suction over celite and the filtrate was concentrated... The reactants are Cl, O, COc1ccc2c(c1O)CCC2=O, [Zn]. Product: COc1ccc2c(c1O)CCC2. Reaction SMILES: [ClH:14].[OH2:15].[OH:1][c:2]1[c:3]2[c:7]([cH:8][cH:9][c:10]1[O:11][CH3:12])[C:6](=[O:13])[CH2:5][CH2:4]2.[Zn:16]>>[OH:1][c:2]1[c:3]2[c:7]([cH:8][cH:9][c:10]1[O:11][CH3:12])[CH2:6][CH2:5][CH2:4]2. Starting materials: C(CN)N (ethylenediamine), C(C1=CC=CC=C1)OC=1C=C(C=O)C=CC1 (3-benzyloxybenzaldehyde), [H][H] (hydrogen), C(C)(=O)OCCP(=O)(OCC)OCC (diethylphosphonoethyl acetate), [H-].[Na+] (sodium hydride). The reagents and catalysts are [C].[Pd] (palladium carbon). The solvent is C(C)O (ethanol), CN(C)C=O (DMF). Yields the product C(C1=CC=CC=C1)OC=1C=C(C=CC1)CCCO (3-[3-(benzyloxy)phenyl]-1-propanol). The yield is 59.2%. As a reaction SMILES: [CH2:1]([O:8][C:9]1[CH:10]=[C:11]([CH:14]=[CH:15][CH:16]=1)[CH:12]=O)[C:2]1[CH:7]=[CH:6][CH:5]=[CH:4][CH:3]=1.[C:17](OCCP(OCC)(OCC)=O)(=[O:19])[CH3:18].[H-].[Na+].C(N)CN.[H][H]>CN(C=O)C.C(O)C.[C].[Pd]>[CH2:1]([O:8][C:9]1[CH:10]=[C:11]([CH2:12][CH2:18][CH2:17][OH:19])[CH:14]=[CH:15][CH:16]=1)[C:2]1[CH:7]=[CH:6][CH:5]=[CH:4][CH:3]=1 |f:2.3,8.9|. Reported procedure: In an argon stream, 3-benzyloxybenzaldehyde (21.3 g) and diethylphosphonoethyl acetate (23.6 g) were suspended in dry DMF (250 ml). Under ice cooling and stirring, 65% oily sodium hydride (3.88 g) was added little by little; after completion of this addition, the mixture was stirred at room temperature for 2 hours. After the solvent was distilled off, the residue was dissolved in ethyl acetate and washed with water and saturated saline, after which it was dried over anhydrous sodium sulfate. Und... Reported procedure: The procedure of Example 12 was repeated, except that 29.1 mg of sodium (1S,5R,6S)-2-[7-(3-aminopropyl)thioimidazo[5,1-b]thiazol-2-yl]-6-((1R)-1-hydroxyethyl)-1-methyl-1-carbapen-2-em-3-carboxylate and 40 mg of ethylacetimidate hydrochloride were used as the starting compounds. Thus, 8.8 mg of the title compound was prepared. As a reaction SMILES: [NH2:1][CH2:2][CH2:3][CH2:4][S:5][C:6]1[N:7]=[CH:8][N:9]2[CH:13]=[C:12]([C:14]3[C@H:15]([CH3:28])[C@@H:16]4[C@@H:23]([C@H:24]([OH:26])[CH3:25])[C:22](=[O:27])[N:17]4[C:18]=3[C:19]([O-:21])=[O:20])[S:11][C:10]=12.[Na+:29].Cl.C(O[C:34](=[NH:36])[CH3:35])C>>[C:34]([NH:1][CH2:2][CH2:3][CH2:4][S:5][C:6]1[N:7]=[CH:8][N:9]2[CH:13]=[C:12]([C:14]3[C@H:15]([CH3:28])[C@@H:16]4[C@@H:23]([C@H:24]([OH:26])[CH3:25])[C:22](=[O:27])[N:17]4[C:18]=3[C:19]([O-:21])=[O:20])[S:11][C:10]=12)(=[NH:36])[CH3:35].[Na+:29] |f:0.1,2.3,4.5|. Reactants: NCCCSC=1N=CN2C1SC(=C2)C=2[C@@H]([C@H]1N(C2C(=O)[O-])C([C@@H]1[C@@H](C)O)=O)C.[Na+] (sodium (1S,5R,6S)-2-[7-(3-aminopropyl)thioimidazo[5,1-b]thiazol-2-yl]-6-((1R)-1-hydroxyethyl)-1-methyl-1-carbapen-2-em-3-carboxylate), Cl.C(C)OC(C)=N (ethylacetimidate hydrochloride). Product: C(C)(=N)NCCCSC=1N=CN2C1SC(=C2)C=2[C@@H]([C@H]1N(C2C(=O)[O-])C([C@@H]1[C@@H](C)O)=O)C.[Na+] (Sodium (1S,5R,6S)-2-[7-(3-acetimidoylaminopropyl)thioimidazo[5,1-b]thiazol-2-yl]-6-((1R)-1-hydroxyethyl)-1-methyl-1-carbapen-2-em-3-carboxylate). Yield: 27.7%. The reactants are C1(=CC=CC=C1)N1N=C(N=C1CC1CCCCC(N1)=O)C(F)(F)F (hexahydro-7-[[1-phenyl-3-(trifluoromethyl)-1H-1,2,4-triazol-5-yl]methyl]-2H-azepin-2-one), F[B-](F)(F)F.C[O+](C)C (trimethyloxonium tetrafluoroborate). Product: COC=1CCCCC(N1)CC1=NC(=NN1C1=CC=CC=C1)C(F)(F)F (3,4,5,6-tetrahydro-7-methoxy-2-[[-phenyl-3-(trifluoromethyl)-1H-1,2,4-triazol-5-yl]methyl]-2H-azepine). Reaction SMILES: [C:1]1([N:7]2[C:11]([CH2:12][CH:13]3[NH:19][C:18](=[O:20])[CH2:17][CH2:16][CH2:15][CH2:14]3)=[N:10][C:9]([C:21]([F:24])([F:23])[F:22])=[N:8]2)[CH:6]=[CH:5][CH:4]=[CH:3][CH:2]=1.F[B-](F)(F)F.[CH3:30][O+](C)C>>[CH3:30][O:20][C:18]1[CH2:17][CH2:16][CH2:15][CH2:14][CH:13]([CH2:12][C:11]2[N:7]([C:1]3[CH:6]=[CH:5][CH:4]=[CH:3][CH:2]=3)[N:8]=[C:9]([C:21]([F:22])([F:23])[F:24])[N:10]=2)[N:19]=1 |f:1.2|. Procedure: The product of Example 152 is reacted with trimethyloxonium tetrafluoroborate by the method of Example 3 to generate the title compound.